From a dataset of the Open Reaction Database (ORD), a public repository of structured organic reaction records. describe an organic reaction: reactants, conditions, products, and yield Procedure: 1M LiOH (1.8 mL, 1.8 mmol) is added to a solution of (R/S)-5-imidazo[4,5-b]pyridine-3-yl-indan-1-carboxylic acid ethyl ester (550 mg, 1.8 mmol) in THF (2 mL). EtOH (2 mL) is added and after 10 min, 1N NaOH (2.5 mL) is added. The mixture is stirred at rt for 1.5 h and then acidified with 1M HCl. Water is added to the reaction mixture and the compound extracted with EtOAc. The organic layers are combined and washed with brine, dried with MgSO4, filtered and concentrated to give (R/S)-5-imidazo[4,5... Solvent: CCO (EtOH), C1CCOC1 (THF), O (Water). Product: N1=CN(C2=NC=CC=C21)C=2C=C1CCC(C1=CC2)C(=O)O ((R/S)-5-imidazo[4,5-b]pyridine-3-yl-indan-1-carboxylic acid). Run at time 1.5 hour. The reactants are [OH-].[Na+] (NaOH), Cl (HCl), [Li+].[OH-] (LiOH), C(C)OC(=O)C1CCC2=CC(=CC=C12)N1C=NC=2C1=NC=CC2 ((R/S)-5-imidazo[4,5-b]pyridine-3-yl-indan-1-carboxylic acid ethyl ester). RXN SMILES: [Li+].[OH-].C([O:5][C:6]([CH:8]1[C:16]2[C:11](=[CH:12][C:13]([N:17]3[C:21]4=[N:22][CH:23]=[CH:24][CH:25]=[C:20]4[N:19]=[CH:18]3)=[CH:14][CH:15]=2)[CH2:10][CH2:9]1)=[O:7])C.[OH-].[Na+].Cl>C1COCC1.O.CCO>[N:19]1[C:20]2[C:21](=[N:22][CH:23]=[CH:24][CH:25]=2)[N:17]([C:13]2[CH:12]=[C:11]3[C:16](=[CH:15][CH:14]=2)[CH:8]([C:6]([OH:7])=[O:5])[CH2:9][CH2:10]3)[CH:18]=1 |f:0.1,3.4|.